Dataset: the Open Reaction Database (ORD), a public repository of structured organic reaction records. Task: describe an organic reaction: reactants, conditions, products, and yield The product is FC1=C(C=C(C(=C1F)F)NC(C(C)(C)C)=O)OC1OCCCC1 (2,3,4-trifluoro-5-pivaloylamino-O-tetrahydropyranylphenol). Solvent: ClCCl (dichloromethane). Reported procedure: 1.19 g (4.82 mmol) of the above 2,3,4-trifluoro-5-pivaloylaminophenol was dissolved in 50 mL of dichloromethane, 0.88 mL (9.6 mmol) of 3,4-dihydro-2 H-pyran and 22 mg (0.095 mmol) of dl-camphorsulfonic acid were added and the mixture was stirred at room temperature for 1 hour. The reaction solution was poured into 100 mL of a 10% aqueous solution of potassium carbonate and the mixture was extracted once with chloroform. The organic layer was washed once with an aqueous saturated solution of sodi... Conditions: time 1 hour. The reactants are O1CCCC=C1 (3,4-dihydro-2 H-pyran), FC1=C(C=C(C(=C1F)F)NC(C(C)(C)C)=O)O (2,3,4-trifluoro-5-pivaloylaminophenol), aqueous solution, C([O-])([O-])=O.[K+].[K+] (potassium carbonate). Reagents/catalysts: CC1(C2CCC1(C(=O)C2)CS(=O)(=O)O)C (dl-camphorsulfonic acid). Yield: 78.3%. Reaction SMILES: [F:1][C:2]1[C:7]([F:8])=[C:6]([F:9])[C:5]([NH:10][C:11](=[O:16])[C:12]([CH3:15])([CH3:14])[CH3:13])=[CH:4][C:3]=1[OH:17].[O:18]1[CH:23]=[CH:22][CH2:21][CH2:20][CH2:19]1.C(=O)([O-])[O-].[K+].[K+]>ClCCl.CC1(C)C2(CS(O)(=O)=O)C(CC1CC2)=O>[F:1][C:2]1[C:7]([F:8])=[C:6]([F:9])[C:5]([NH:10][C:11](=[O:16])[C:12]([CH3:14])([CH3:13])[CH3:15])=[CH:4][C:3]=1[O:17][CH:19]1[CH2:20][CH2:21][CH2:22][CH2:23][O:18]1 |f:2.3.4|.